This data is from the Open Reaction Database (ORD), a public repository of structured organic reaction records. The task is: describe an organic reaction: reactants, conditions, products, and yield The reactants are ClC1=C(C(=C(C(=C1CCl)Cl)Cl)CCl)Cl (tetrachloro-p-xylylene chloride), C([O-])([O-])=O.[Na+].[Na+] (sodium carbonate), C1(O)=CC=C(O)C=C1 (hydroquinone), N#N (N2), C(C=C)(=O)O (acrylic acid). The solvent is O (water), CN(C=O)C (dimethylformamide). Yields the product C(C=C)(=O)OCC1=C(C(=C(C(=C1Cl)Cl)COC(C=C)=O)Cl)Cl (Tetrachloro-p-xylylene diacrylate). As a reaction SMILES: [C:1](=[O:4])([O-:3])[O-].[Na+].[Na+].N#N.[C:9]([OH:13])(=[O:12])[CH:10]=[CH2:11].[C:14]1(C=CC(O)=C[CH:16]=1)O.[Cl:22][C:23]1[C:28]([CH2:29]Cl)=[C:27]([Cl:31])[C:26]([Cl:32])=[C:25]([CH2:33]Cl)[C:24]=1[Cl:35]>CN(C)C=O.O>[C:1]([O:3][CH2:29][C:28]1[C:23]([Cl:22])=[C:24]([Cl:35])[C:25]([CH2:33][O:12][C:9](=[O:13])[CH:10]=[CH2:11])=[C:26]([Cl:32])[C:27]=1[Cl:31])(=[O:4])[CH:14]=[CH2:16] |f:0.1.2|. Procedure details: 14.7 g of sodium carbonate (0.14 mole) was added portion-wise, with stirring, and under a current of N2, to 20.3 g of acrylic acid (0.28 mole) plus 1 g of hydroquinone in 200 ml of dimethylformamide at 60°. After dissolution had taken place, the solution was heated with 41.7 g of tetrachloro-p-xylylene chloride (0.132 mole) for 1 hour at 120° C. Then 700 ml of water was added; the crystallizate was suction filtered, washed free of NaCl and dried. The reactants are Cl (hydrochloric acid), C(CCCCCCCCCC(=O)O)C(=O)O (1,10-decanedicarboxylic acid), C(C1=CC=CC=C1)Br (benzyl bromide), C([O-])([O-])=O.[K+].[K+] (potassium carbonate). Solvent: C(C)(=O)OCC (ethyl acetate), CN(C=O)C (N,N-dimethylformamide). Conditions: time 16 hour. Product: C(C1=CC=CC=C1)OC(=O)CCCCCCCCCCC(=O)O (11-benzyloxycarbonylundecanoic acid). RXN SMILES: [CH2:1]([C:14]([OH:16])=[O:15])[CH2:2][CH2:3][CH2:4][CH2:5][CH2:6][CH2:7][CH2:8][CH2:9][CH2:10][C:11]([OH:13])=[O:12].[CH2:17](Br)[C:18]1[CH:23]=[CH:22][CH:21]=[CH:20][CH:19]=1.C(=O)([O-])[O-].[K+].[K+].Cl>CN(C)C=O.C(OCC)(=O)C>[CH2:17]([O:12][C:11]([CH2:10][CH2:9][CH2:8][CH2:7][CH2:6][CH2:5][CH2:4][CH2:3][CH2:2][CH2:1][C:14]([OH:16])=[O:15])=[O:13])[C:18]1[CH:23]=[CH:22][CH:21]=[CH:20][CH:19]=1 |f:2.3.4|. Reported procedure: A mixture of 1,10-decanedicarboxylic acid, benzyl bromide and potassium carbonate in N,N-dimethylformamide was stirred at room temperature for 16 hours. The reaction mixture was poured into a mixture of ethyl acetate and diluted hydrochloric acid, and the organic layer was washed with water and brine, dried over magnesium sulfate and concentrated. The residue was chromatographed on a silica gel column to give the object compound. Reported procedure: Lead tetraacetate (16.6 g) was added portionwise to a solution of compound B (8.1 g) in chloroform (150 ml) and the mixture was stirred for 2 hours. Insoluble material was removed by filtration and the filtrate was washed with water (3×50 ml), followed by saturated sodium chloride solution (50 ml), and then dried (MgSO4). The solvent was removed by evaporation and the residue was purified by flash chromatography, eluting with ethyl acetate/hexane (1:9 v/v), to give methyl 2-(5-methylbenzoxazol-2... The reactants are C(C)(=O)[O-].C(C)(=O)[O-].C(C)(=O)[O-].C(C)(=O)[O-].[Pb+4] (Lead tetraacetate), OC1=C(N=CC2=C(C=CC=C2)C(=O)OC)C=C(C=C1)C (2-hydroxy-5-methyl-N-(2-methoxycarbonylbenzylidene)aniline). The solvent is C(Cl)(Cl)Cl (chloroform). Reaction conditions: time 2 hour. The yield is 64.7%. Yields the product CC=1C=CC2=C(N=C(O2)C2=C(C(=O)OC)C=CC=C2)C1 (methyl 2-(5-methylbenzoxazol-2-yl)benzoate). Reaction SMILES: C([O-])(=O)C.C([O-])(=O)C.C([O-])(=O)C.C([O-])(=O)C.[Pb+4].[OH:18][C:19]1[CH:36]=[CH:35][C:34]([CH3:37])=[CH:33][C:20]=1[N:21]=[CH:22][C:23]1[CH:28]=[CH:27][CH:26]=[CH:25][C:24]=1[C:29]([O:31][CH3:32])=[O:30]>C(Cl)(Cl)Cl>[CH3:37][C:34]1[CH:35]=[CH:36][C:19]2[O:18][C:22]([C:23]3[CH:28]=[CH:27][CH:26]=[CH:25][C:24]=3[C:29]([O:31][CH3:32])=[O:30])=[N:21][C:20]=2[CH:33]=1 |f:0.1.2.3.4|. The reactants are CC=1C=NC=CC1NC(=O)C=1C2=C(C(=NC1)OC)OC(=C2)C(C)(OC)OC (2-(1,1-Dimethoxyethyl)-7-methoxyfuro[2,3-c]pyridine-4-carboxylic acid (3-methylpyridin-4-yl)amide), FC(C(=O)O)(F)F (trifluoroacetic acid), O (water). Solvent: C(Cl)(Cl)Cl (chloroform), ClCCl (dichloromethane). The product is CC=1C=NC=CC1NC(=O)C=1C2=C(C(=NC1)OC)OC(=C2)C(C)=O (2-Acetyl-7-methoxyfuro[2,3-c]pyridine-4-carboxylic acid (3-methylpyridin-4-yl)amide). Yield: 83.7%. Reaction SMILES: [CH3:1][C:2]1[CH:3]=[N:4][CH:5]=[CH:6][C:7]=1[NH:8][C:9]([C:11]1[C:12]2[CH:21]=[C:20]([C:22](OC)([O:24]C)[CH3:23])[O:19][C:13]=2[C:14]([O:17][CH3:18])=[N:15][CH:16]=1)=[O:10].FC(F)(F)C(O)=O.O>C(Cl)(Cl)Cl.ClCCl>[CH3:1][C:2]1[CH:3]=[N:4][CH:5]=[CH:6][C:7]=1[NH:8][C:9]([C:11]1[C:12]2[CH:21]=[C:20]([C:22](=[O:24])[CH3:23])[O:19][C:13]=2[C:14]([O:17][CH3:18])=[N:15][CH:16]=1)=[O:10]. Procedure details: 2-(1,1-Dimethoxyethyl)-7-methoxyfuro[2,3-c]pyridine-4-carboxylic acid (3-methylpyridin-4-yl)amide (0.15 g), trifluoroacetic acid (0.23 ml) and water (0.50 ml) were stirred at 50° C. in chloroform (20 ml) for 4 h. The mixture was cooled and diluted with dichloromethane (30 ml), washed with saturated sodium bicarbonate solution (30 ml) then water (30 ml), dried over magnesium sulfate, filtered and the solvent removed in vacuo to give the title compound (0.11 g) as a cream solid. The reactants are C(CC)Br (propyl bromide), C(C)(C)N(CC)C(C)C (diisopropylethylamine), Cl.COC(CN)=O (glycine methyl ester HCl). The solvent is C(C)#N (acetonitrile). Reaction conditions: time 1 hour. The product is C(CC)NCC(=O)OC (Methyl 2-(propylamino)acetate). Yield: 10.2%. As a reaction SMILES: Cl.[CH3:2][O:3][C:4](=[O:7])[CH2:5][NH2:6].[CH2:8](Br)[CH2:9][CH3:10].C(N(C(C)C)CC)(C)C>C(#N)C>[CH2:8]([NH:6][CH2:5][C:4]([O:3][CH3:2])=[O:7])[CH2:9][CH3:10] |f:0.1|. Reported procedure: A suspension of glycine methyl ester HCl (5.0 g, 39.8 mmol) in acetonitrile (100 mL) was treated with propyl bromide (3.7 mL, 39.8 mmol), and diisopropylethylamine (13.9 mL, 79.6 mmol). After stirring at room temperature for 1 hour, the mixture was heated at reflux overnight. Solution occurred at reflux temperature. The solvent was removed under reduced pressure and the residue triturated with Et2O/EtOAc. Filtering and removal of the solvent under pressure left 1.13 g of the crude product. Chrom... The reactants are OC(C(F)(F)F)(C)C1=CC=C(C=C1)O (4-(2-hydroxy-1,1,1-trifluoro-2-propyl)phenol). The reagents and catalysts are [Rh] (rhodium). Run in C(C)(C)O (isopropanol), Cl (hydrochloric acid). The product is OC(C(F)(F)F)(C)C1CCC(CC1)O (4-(2-Hydroxy-1,1,1 -trifluoro-2-propyl)cyclohexanol). RXN SMILES: [OH:1][C:2]([C:8]1[CH:13]=[CH:12][C:11]([OH:14])=[CH:10][CH:9]=1)([CH3:7])[C:3]([F:6])([F:5])[F:4]>C(O)(C)C.Cl.[Rh]>[OH:1][C:2]([CH:8]1[CH2:13][CH2:12][CH:11]([OH:14])[CH2:10][CH2:9]1)([CH3:7])[C:3]([F:4])([F:5])[F:6]. Reported procedure: 18.9 g (0.092 mol) of 4-(2-hydroxy-1,1,1-trifluoro-2-propyl)phenol were hydrogenated in a mixture of 200 ml of isopropanol and 6 ml of concentrated hydrochloric acid in the presence of 2.3 g of rhodium (5% on charcoal) at 150 bar and 50° C. After filtration to remove the catalyst and concentration, 18.8 g (96.6% of theory) remained of a colorless product. The reactants are C1CCOC1, CC(C)(C)[O-], [C-]#[N+]Cc1noc(C(C)(C)C)n1, O=C(NN1CCCC1)c1cc2c(-c3noc(C4CC4)n3)ncn2c2ccccc12, [K+], CN(C)C=O, Cc1ccc(S(=O)(=O)Cl)cc1. Yields the product O=C(NN1CCOCC1)c1cc2c(-c3noc(C4CC4)n3)ncn2c2ccccc12. RXN SMILES: [CH2:59]1[O:60][CH2:61][CH2:62][CH2:63]1.[CH3:30][C:31]([CH3:32])([O-:33])[CH3:34].[CH3:47][C:48]([c:49]1[o:50][n:51][c:52]([CH2:53][N+:54]#[C-:55])[n:56]1)([CH3:57])[CH3:58].[CH:1]1([c:4]2[n:5][c:6](-[c:9]3[n:10][cH:11][n:12]4[c:13]3[cH:14][c:15]([C:22](=[O:23])[NH:24][N:25]3[CH2:26][CH2:27][CH2:28][CH2:29]3)[c:16]3[cH:17][cH:18][cH:19][cH:20][c:21]43)[n:7][o:8]2)[CH2:2][CH2:3]1.[K+:35].[O:64]=[CH:65][N:66]([CH3:67])[CH3:68].[c:36]1([CH3:37])[cH:38][cH:39][c:40]([S:41]([Cl:42])(=[O:43])=[O:44])[cH:45][cH:46]1>>[CH:1]1([c:4]2[n:5][c:6](-[c:9]3[n:10][cH:11][n:12]4[c:13]3[cH:14][c:15]([C:22](=[O:23])[NH:24][N:25]3[CH2:26][CH2:27][O:33][CH2:28][CH2:29]3)[c:16]3[cH:17][cH:18][cH:19][cH:20][c:21]43)[n:7][o:8]2)[CH2:2][CH2:3]1.